From a dataset of the Open Reaction Database (ORD), a public repository of structured organic reaction records. describe an organic reaction: reactants, conditions, products, and yield Reactants: ClCCl, Cl, CC(C)(C)OC(=O)N1CC(n2cc(-c3cnc(N)c4oc(-c5cccc6cnccc56)cc34)cn2)C1. Product: Nc1ncc(-c2cnn(C3CNC3)c2)c2cc(-c3cccc4cnccc34)oc12. RXN SMILES: [Cl:38][CH2:39][Cl:40].[ClH:37].[NH2:1][c:2]1[n:3][cH:4][c:5](-[c:21]2[cH:22][n:23][n:24]([CH:26]3[CH2:27][N:28]([C:30]([O:31][C:32]([CH3:33])([CH3:34])[CH3:35])=[O:36])[CH2:29]3)[cH:25]2)[c:6]2[c:7]1[o:8][c:9](-[c:11]1[c:12]3[cH:13][cH:14][n:15][cH:16][c:17]3[cH:18][cH:19][cH:20]1)[cH:10]2>>[NH2:1][c:2]1[n:3][cH:4][c:5](-[c:21]2[cH:22][n:23][n:24]([CH:26]3[CH2:27][NH:28][CH2:29]3)[cH:25]2)[c:6]2[c:7]1[o:8][c:9](-[c:11]1[c:12]3[cH:13][cH:14][n:15][cH:16][c:17]3[cH:18][cH:19][cH:20]1)[cH:10]2. Starting materials: C(O)([O-])=O.[Na+] (sodium hydrogen carbonate), C(C)(C)(C)OC(=O)NC1=NC=C(C(=S)N)C=C1 (6-tert-butoxycarbonylaminothionicotinamide), ClC(C(=O)OCC)C(=O)C (ethyl 2-chloro-acetoacetate), C(C)(=O)[O-].[Na+] (sodium acetate). Solvent: O (water), C(C)O (ethanol). Yields the product C(C)(C)(C)OC(=O)NC1=CC=C(C=N1)C=1SC(=C(N1)C)C(=O)OCC (ethyl 2-(6-tert-butoxycarbonylamino-3-pyridyl)-4-methyl-5-thiazolecarboxylate). Isolated yield 27.6%. As a reaction SMILES: [C:1]([O:5][C:6]([NH:8][C:9]1[CH:17]=[CH:16][C:12]([C:13]([NH2:15])=[S:14])=[CH:11][N:10]=1)=[O:7])([CH3:4])([CH3:3])[CH3:2].Cl[CH:19]([C:25]([CH3:27])=O)[C:20]([O:22][CH2:23][CH3:24])=[O:21].C([O-])(=O)C.[Na+].C(=O)([O-])O.[Na+]>C(O)C.O>[C:1]([O:5][C:6]([NH:8][C:9]1[N:10]=[CH:11][C:12]([C:13]2[S:14][C:19]([C:20]([O:22][CH2:23][CH3:24])=[O:21])=[C:25]([CH3:27])[N:15]=2)=[CH:16][CH:17]=1)=[O:7])([CH3:4])([CH3:2])[CH3:3] |f:2.3,4.5|. Procedure: A mixture of 6-tert-butoxycarbonylaminothionicotinamide (506 mg), ethyl 2-chloro-acetoacetate (492 mg) and sodium acetate (252 mg) in ethanol (20 ml) was heated for 2 hours under reflux, and to the mixture were added sodium hydrogen carbonate aqueous solution and water. The precipitated crystals were collected by filtration, and the crystals were successively washed with water, ethanol and ether to give ethyl 2-(6-tert-butoxycarbonylamino-3-pyridyl)-4-methyl-5-thiazolecarboxylate (200 mg). The reactants are C#CC(CC)O (1-Pentine-3-ol), NC1=CC=CC=C1 (aniline), Cl.NC1=CC=CC=C1 (aniline hydrochloride). Reagents/catalysts: [C-]#[O+].[C-]#[O+].[C-]#[O+].[C-]#[O+].[C-]#[O+].[C-]#[O+].[C-]#[O+].[C-]#[O+].[C-]#[O+].[C-]#[O+].[C-]#[O+].[C-]#[O+].[Ru].[Ru].[Ru] (Ru3(CO)12). Solvent: ClCCl (dichloromethane). Conditions: temperature 140 celsius, time 7.5 hour. Yields the product C(C)C1=C(NC2=CC=CC=C12)C (3-ethyl-2-methyl indole). Isolated yield 111.2%. As a reaction SMILES: [CH:1]#[C:2][CH:3](O)[CH2:4][CH3:5].[NH2:7][C:8]1[CH:13]=[CH:12][CH:11]=[CH:10][CH:9]=1.Cl.NC1C=CC=CC=1>[C-]#[O+].[C-]#[O+].[C-]#[O+].[C-]#[O+].[C-]#[O+].[C-]#[O+].[C-]#[O+].[C-]#[O+].[C-]#[O+].[C-]#[O+].[C-]#[O+].[C-]#[O+].[Ru].[Ru].[Ru].ClCCl>[CH2:2]([C:3]1[C:13]2[C:8](=[CH:9][CH:10]=[CH:11][CH:12]=2)[NH:7][C:4]=1[CH3:5])[CH3:1] |f:2.3,4.5.6.7.8.9.10.11.12.13.14.15.16.17.18|. Procedure: 1-Pentine-3-ol (0.757 g, 9 mmol), aniline (0.559 g, 6 mmol), Ru3(CO)12 (16.0 mg, 0.025 mmol) and aniline hydrochloride (0.130 g, 1.0 mmol) were placed in a 10 ml round-bottomed flask, and the mixture was stirred at 140° C. for 7.5 hours. After cooling, dichloromethane (3 mL) was added, and the organic layer was washed twice with 1 M hydrochloric acid (2 mL) and once with water (2 mL). The organic layer was dried over sodium sulfate, and the solvent was distilled away, whereby a 9.3:1 mixture of ... Reactants: O1CCCOC2=C1C=CC=C2 (3,4-dihydro-2H-1,5-benzodioxepine), C([O-])([O-])=O.[Na+].[Na+] (sodium carbonate), BrBr (bromine), oil, C(C)(=O)[O-].[Na+] (sodium acetate), BrBr (bromine). Solvent: CCCCCC (hexane), C(C)(=O)O (acetic acid), O (water), C(C)(=O)O (acetic acid), CCCCCC (hexane). Reaction conditions: time 24 hour. The product is BrC1=CC2=C(OCCCO2)C=C1 (7-bromo-3,4-dihydro-2H-1,5-benzodioxepine). As a reaction SMILES: [O:1]1[C:7]2[CH:8]=[CH:9][CH:10]=[CH:11][C:6]=2[O:5][CH2:4][CH2:3][CH2:2]1.C(=O)([O-])[O-].[Na+].[Na+].[Br:18]Br.C([O-])(=O)C.[Na+]>CCCCCC.C(O)(=O)C.O>[Br:18][C:10]1[CH:9]=[CH:8][C:7]2[O:1][CH2:2][CH2:3][CH2:4][O:5][C:6]=2[CH:11]=1 |f:1.2.3,5.6|. Procedure details: To a mixture of 3,4-dihydro-2H-1,5-benzodioxepine (8.86 g) and sodium carbonate (9.4 g) in hexane (100 ml) was added dropwise at room temperature a solution of bromine. (3.0 ml) in hexane (30 ml) for 2.5 hours, and the mixture was stirred for 24 hours. To the mixture was added water, and the mixture was extracted with ethyl acetate. The organic layer was washed with saturated brine, dried with magnesium sulfate and concentrated under reduced pressure to give orange oil. To the obtained oil (13.3... The reactants are O=C1c2ccccc2C(=O)N1CCCBr, O=C([O-])[O-], CNCC1Cc2cc(OC)c(OC)cc21, CC(C)=O, [K+], [K+]. Yields the product COc1cc2c(cc1OC)C(CN(C)CCCN1C(=O)c3ccccc3C1=O)C2. Reaction SMILES: [Br:16][CH2:17][CH2:18][CH2:19][N:20]1[C:21](=[O:30])[c:22]2[cH:23][cH:24][cH:25][cH:26][c:27]2[C:28]1=[O:29].[C:31](=[O:32])([O-:33])[O-:34].[CH3:1][O:2][c:3]1[cH:4][c:5]2[c:8]([cH:9][c:10]1[O:11][CH3:12])[CH:7]([CH2:13][NH:14][CH3:15])[CH2:6]2.[CH3:37][C:38](=[O:39])[CH3:40].[K+:35].[K+:36]>>[CH3:1][O:2][c:3]1[cH:4][c:5]2[c:8]([cH:9][c:10]1[O:11][CH3:12])[CH:7]([CH2:13][N:14]([CH3:15])[CH2:17][CH2:18][CH2:19][N:20]1[C:21](=[O:30])[c:22]3[cH:23][cH:24][cH:25][cH:26][c:27]3[C:28]1=[O:29])[CH2:6]2.